Dataset: the Open Reaction Database (ORD), a public repository of structured organic reaction records. Task: describe an organic reaction: reactants, conditions, products, and yield Reactants: C(C=C)(=O)OC (methyl acrylate), NiCl2.6H2O, ICC12COC(CC1)(CC2)C2=CC(=CC=C2)OC2=CC=CC=C2 (4-(iodomethyl)-1-(3-phenoxyphenyl)-2-oxabicyclo[2.2.2]octane). The reagents and catalysts are [Zn] (Zn). The solvent is N1=CC=CC=C1 (pyridine), CCOC(=O)C (EtOAc), N1=CC=CC=C1 (pyridine). Conditions: temperature 50 celsius. The product is O(C1=CC=CC=C1)C=1C=C(C=CC1)C12OCC(CC1)(CC2)CCCC(=O)OC (Methyl 4-(1-(3-phenoxyphenyl)-2-oxabicyclo[2.2.2]octan-4-yl)butanoate). Isolated yield 70.2%. As a reaction SMILES: [C:1]([O:5][CH3:6])(=[O:4])[CH:2]=[CH2:3].I[CH2:8][C:9]12[CH2:16][CH2:15][C:12]([C:17]3[CH:22]=[CH:21][CH:20]=[C:19]([O:23][C:24]4[CH:29]=[CH:28][CH:27]=[CH:26][CH:25]=4)[CH:18]=3)([CH2:13][CH2:14]1)[O:11][CH2:10]2>N1C=CC=CC=1.CCOC(C)=O.[Zn]>[O:23]([C:19]1[CH:18]=[C:17]([C:12]23[CH2:15][CH2:16][C:9]([CH2:8][CH2:3][CH2:2][C:1]([O:5][CH3:6])=[O:4])([CH2:14][CH2:13]2)[CH2:10][O:11]3)[CH:22]=[CH:21][CH:20]=1)[C:24]1[CH:25]=[CH:26][CH:27]=[CH:28][CH:29]=1. Reported procedure: A mixture of Zn (622 mg, 9.52 mmol), anhydrous pyridine (5 mL) and methyl acrylate (0.95 mL, 9.52 mmol) was warmed to 50° C., after which NiCl2.6H2O (283 mg, 1.19 mmol) was added. The resulting mixture was heated to 65° C. for 1 h and stirred until the color of the solution became reddish-brown, then was cooled to 0° C., after which a solution of 4-(iodomethyl)-1-(3-phenoxyphenyl)-2-oxabicyclo[2.2.2]octane (500 mg, 1.190 mmol) in pyridine (2 mL) was added. The reaction mixture was allowed to war...